This data is from the Open Reaction Database (ORD), a public repository of structured organic reaction records. The task is: describe an organic reaction: reactants, conditions, products, and yield Reactants: OC1=CC=C(C=C1)N=CC=1C=NC=CC1 (3-(4-hydroxyphenyliminomethyl)pyridine), [H][H] (hydrogen). Reagents/catalysts: [Pd] (palladium on carbon). Solvent: C(C)O (ethanol). The product is OC1=CC=C(C=C1)NCC=1C=NC=CC1 (3-(4-hydroxyphenylaminomethyl)pyridine). RXN SMILES: [OH:1][C:2]1[CH:7]=[CH:6][C:5]([N:8]=[CH:9][C:10]2[CH:11]=[N:12][CH:13]=[CH:14][CH:15]=2)=[CH:4][CH:3]=1.[H][H]>[Pd].C(O)C>[OH:1][C:2]1[CH:3]=[CH:4][C:5]([NH:8][CH2:9][C:10]2[CH:11]=[N:12][CH:13]=[CH:14][CH:15]=2)=[CH:6][CH:7]=1. Procedure: Five g. of 3-(4-hydroxyphenyliminomethyl)pyridine was prepared according to the process of Preparation 1, and was dissolved in 50 ml. of ethanol. One g. of palladium on carbon hydrogenation catalyst was added, and the mixture was agitated under 40 psig. hydrogen pressure for 1 hour. The catalyst was then removed by filtration, and the filtrate was evaporated to dryness. The residue consisted in large part of the desired intermediate product.